From a dataset of the Open Reaction Database (ORD), a public repository of structured organic reaction records. describe an organic reaction: reactants, conditions, products, and yield Starting materials: [C@@H]12[C@H](CCCC1)C(=O)OC2=O (trans-1,2-cyclohexanedicarboxylic anhydride), [OH-].[NH4+] (ammonium hydroxide). Product: C1(NC[C@@H]2CCCC[C@@H]12)=O ((trans)-octahydro-1H-isoindol-1-one). Isolated yield 80.0%. Reaction SMILES: [C@@H:1]12[C:10](=[O:11])O[C:7](=O)[C@H:2]1[CH2:3][CH2:4][CH2:5][CH2:6]2.[OH-].[NH4+:13]>>[C:10]1(=[O:11])[C@H:1]2[C@@H:2]([CH2:3][CH2:4][CH2:5][CH2:6]2)[CH2:7][NH:13]1 |f:1.2|. Procedure details: A solution of trans-1,2-cyclohexanedicarboxylic anhydride (10 g, 65 mmol) in ammonium hydroxide (conc., 30 ml) was hydrogenated by the method of EXAMPLE 168 to yield 7.4 g (80%) of the title material. Reactants: C1CNCCN1, c1ccc2c(OCC3CO3)cccc2c1. Product: OC(COc1cccc2ccccc12)CN1CCNCC1. As a reaction SMILES: [CH2:1]1[CH2:2][NH:3][CH2:4][CH2:5][NH:6]1.[CH2:7]([CH:8]1[CH2:9][O:10]1)[O:11][c:12]1[cH:13][cH:14][cH:15][c:16]2[cH:17][cH:18][cH:19][cH:20][c:21]12>>[CH2:1]1[CH2:2][N:3]([CH2:9][CH:8]([CH2:7][O:11][c:12]2[cH:13][cH:14][cH:15][c:16]3[cH:17][cH:18][cH:19][cH:20][c:21]23)[OH:10])[CH2:4][CH2:5][NH:6]1. Reactants: C(C)NC(NC1=CC=C(C=C1)C=1N=C(C2=C(N1)CN(CC2)C(=O)OC(C)(C)C)N2[C@H](COCC2)C)=O ((S)-tert-butyl 2-(4-(3-ethylureido)phenyl)-4-(3-methylmorpholino)-5,6-dihydropyrido[3,4-d]pyrimidine-7(8H)-carboxylate), FCCNC(=O)NC1=CC=C(C=C1)B1OC(C(O1)(C)C)(C)C (1-(2-fluoroethyl)-3-(4-(4,4,5,5-tetramethyl-1,3,2-dioxaborolan-2-yl)phenyl)urea), ClC=1N=C(C2=C(N1)CN(C2)C(=O)OCC)N2[C@H](COCC2)C ((S)-ethyl 2-chloro-4-(3-methylmorpholino)-5H-pyrrolo[3,4-d]pyrimidine-6(7H)-carboxylate), ClC=1N=C(C2=C(N1)CN(C2)C(=O)OCC)N2[C@H](COCC2)C ((S)-ethyl 2-chloro-4-(3-methylmorpholino)-5H-pyrrolo[3,4-d]pyrimidine-6(7H)-carboxylate). Reagents/catalysts: C1=CC=C(C=C1)P([C-]2C=CC=C2)C3=CC=CC=C3.C1=CC=C(C=C1)P([C-]2C=CC=C2)C3=CC=CC=C3.Cl[Pd]Cl.[Fe+2] ([1,1′-bis(diphenylphosphino)ferrocene]dichloropalladium(II)). The product is FCCNC(NC1=CC=C(C=C1)C=1N=C(C2=C(N1)CN(C2)C(=O)OCC)N2[C@H](COCC2)C)=O ((S)-ethyl 2-(4-(3-(2-fluoroethyl)ureido)phenyl)-4-(3-methylmorpholino)-5H-pyrrolo[3,4-d]pyrimidine-6(7H)-carboxylate). The yield is 13.0%. As a reaction SMILES: [CH2:1]([NH:3][C:4](=[O:36])[NH:5][C:6]1[CH:11]=[CH:10][C:9]([C:12]2[N:13]=[C:14]([N:29]3[CH2:34][CH2:33][O:32][CH2:31][C@@H:30]3[CH3:35])[C:15]3C[CH2:20][N:19]([C:22]([O:24][C:25](C)(C)[CH3:26])=[O:23])[CH2:18][C:16]=3[N:17]=2)=[CH:8][CH:7]=1)[CH3:2].ClC1N=C(N2CCOC[C@@H]2C)C2CN(C(OCC)=O)CC=2N=1.[F:59]CCNC(NC1C=CC(B2OC(C)(C)C(C)(C)O2)=CC=1)=O>C1C=CC(P(C2C=CC=CC=2)[C-]2C=CC=C2)=CC=1.C1C=CC(P(C2C=CC=CC=2)[C-]2C=CC=C2)=CC=1.Cl[Pd]Cl.[Fe+2]>[F:59][CH2:2][CH2:1][NH:3][C:4](=[O:36])[NH:5][C:6]1[CH:7]=[CH:8][C:9]([C:12]2[N:13]=[C:14]([N:29]3[CH2:34][CH2:33][O:32][CH2:31][C@@H:30]3[CH3:35])[C:15]3[CH2:20][N:19]([C:22]([O:24][CH2:25][CH3:26])=[O:23])[CH2:18][C:16]=3[N:17]=2)=[CH:10][CH:11]=1 |f:3.4.5.6|. Procedure details: Method as described for intermediate 5 using (S)-ethyl 2-chloro-4-(3-methylmorpholino)-5H-pyrrolo[3,4-d]pyrimidine-6(7H)-carboxylate (intermediate 11) and 1-(2-fluoroethyl)-3-(4-(4,4,5,5-tetramethyl-1,3,2-dioxaborolan-2-yl)phenyl)urea as starting materials and [1,1′-bis(diphenylphosphino)ferrocene]dichloropalladium(II) as catalyst. The mixture was filtered through a celite 545 pre-packed cartridge (2.5 g), washed with MeOH and solvent removed in vacuo. The residue was purified first by flash chr... The reactants are CC1=CC=C(N=N1)Br (6-methyl-3-bromopyridazine), CCN(C(C)C)C(C)C (DIPEA), OC1CCNCC1 (4-hydroxypiperidine). Product: C(CC)C1=CC=C(N=N1)N1CCC(CC1)O (6-n-propyl-3-(4-hydroxy-1-piperidinyl)pyridazine). RXN SMILES: [CH3:1][C:2]1[N:7]=[N:6][C:5](Br)=[CH:4][CH:3]=1.[CH3:9][CH2:10]N(C(C)C)C(C)C.[OH:18][CH:19]1[CH2:24][CH2:23][NH:22][CH2:21][CH2:20]1>>[CH2:1]([C:2]1[N:7]=[N:6][C:5]([N:22]2[CH2:23][CH2:24][CH:19]([OH:18])[CH2:20][CH2:21]2)=[CH:4][CH:3]=1)[CH2:9][CH3:10]. Procedure details: Following a procedure similar to that of Example 3, 81 millimoles of 6-methyl-3-bromopyridazine was combined with 16 mL DIPEA and 163 mmoles of 4-hydroxypiperidine and heated to 120° for 16 hours to obtain 6-methyl-3-(4-hydroxy-1-piperdinyl)pyridazine (Formula IV: Y=bond, R=CH3) in 24% yield. 6.8 Mmols of the latter and 7.4 mmoles of 2-methyl-5-(4-hydroxy-3,5-dimethyl phenyl)-2H-tetrazole (Formula III: R2 =R3 =R4 =CH3) were reacted with equimolar amounts of DEAD and TPP essentially as described ... Reactants: COC(CCCN1C[C@@H](CCC1)OC=1C2=C(N=CN1)OC(=C2C2=CC=C(C=C2)OC)C2=C(C=CC=C2)F)=O (4-[(3R)-3-{[6-(2-fluorophenyl)-5-(4-methoxyphenyl)furo[2,3-d]-pyrimidin-4-yl]oxy}piperidin-1-yl]butyric acid methyl ester), Cl (hydrochloric acid), C(C)(=O)OCC (ethyl acetate), [OH-].[Na+] (sodium hydroxide). Solvent: O1CCOCC1 (dioxane). Reaction conditions: time 16 hour. The product is FC1=C(C=CC=C1)C1=C(C2=C(N=CN=C2O[C@H]2CN(CCC2)CCCC(=O)O)O1)C1=CC=C(C=C1)OC (4-[(3R)-3-{[6-(2-Fluorophenyl)-5-(4-methoxyphenyl)furo[2,3-d]pyrimidin-4-yl]oxy}piperidin-1-yl]butyric acid). RXN SMILES: C[O:2][C:3](=[O:38])[CH2:4][CH2:5][CH2:6][N:7]1[CH2:12][CH2:11][CH2:10][C@@H:9]([O:13][C:14]2[C:15]3[C:22]([C:23]4[CH:28]=[CH:27][C:26]([O:29][CH3:30])=[CH:25][CH:24]=4)=[C:21]([C:31]4[CH:36]=[CH:35][CH:34]=[CH:33][C:32]=4[F:37])[O:20][C:16]=3[N:17]=[CH:18][N:19]=2)[CH2:8]1.[OH-].[Na+].Cl.C(OCC)(=O)C>O1CCOCC1>[F:37][C:32]1[CH:33]=[CH:34][CH:35]=[CH:36][C:31]=1[C:21]1[O:20][C:16]2[N:17]=[CH:18][N:19]=[C:14]([O:13][C@@H:9]3[CH2:10][CH2:11][CH2:12][N:7]([CH2:6][CH2:5][CH2:4][C:3]([OH:38])=[O:2])[CH2:8]3)[C:15]=2[C:22]=1[C:23]1[CH:28]=[CH:27][C:26]([O:29][CH3:30])=[CH:25][CH:24]=1 |f:1.2|. Procedure: Dissolve 113 mg (0.20 mmol) of 4-[(3R)-3-{[6-(2-fluorophenyl)-5-(4-methoxyphenyl)furo[2,3-d]-pyrimidin-4-yl]oxy}piperidin-1-yl]butyric acid methyl ester in 3 ml of dioxane and add 0.8 ml of a 1 N sodium hydroxide solution. Stir at room temperature for 16 hours, then add 0.8 ml of 1 N hydrochloric acid and 10 ml of ethyl acetate. Remove the organic phase, dry over sodium sulphate, filter and concentrate. 95 mg (90% of theory) of the target compound are obtained. The reactants are C(C)(C)(C)O[C@H](C(=O)OCC)C1=C(C2=CC=C(C=C2C=C1C)OS(=O)(=O)C(F)(F)F)C1=CC=C(C=C1)Cl ((S)-ethyl 2-tert-butoxy-2-(1-(4-chlorophenyl)-3-methyl-6-(trifluoromethylsulfonyloxy)naphthalen-2-yl)acetate), N1=CC=C(C=C1)B(O)O (pyridin-4-ylboronic acid), C(=O)([O-])[O-].[K+].[K+] (K2CO3). Reagents/catalysts: C=1C=CC(=CC1)[P](C=2C=CC=CC2)(C=3C=CC=CC3)[Pd]([P](C=4C=CC=CC4)(C=5C=CC=CC5)C=6C=CC=CC6)([P](C=7C=CC=CC7)(C=8C=CC=CC8)C=9C=CC=CC9)[P](C=1C=CC=CC1)(C=1C=CC=CC1)C=1C=CC=CC1 (Pd(PPh3)4). The solvent is COCCOC (DME). Conditions: temperature 110 celsius. Product: C(C)(C)(C)O[C@H](C(=O)OCC)C1=C(C2=CC=C(C=C2C=C1C)C1=CC=NC=C1)C1=CC=C(C=C1)Cl ((S)-ethyl 2-tert-butoxy-2-(1-(4-chlorophenyl)-3-methyl-6-(pyridin-4-yl)naphthalen-2-yl)acetate). Reaction SMILES: [C:1]([O:5][C@@H:6]([C:12]1[C:21]([CH3:22])=[CH:20][C:19]2[C:14](=[CH:15][CH:16]=[C:17](OS(C(F)(F)F)(=O)=O)[CH:18]=2)[C:13]=1[C:31]1[CH:36]=[CH:35][C:34]([Cl:37])=[CH:33][CH:32]=1)[C:7]([O:9][CH2:10][CH3:11])=[O:8])([CH3:4])([CH3:3])[CH3:2].[N:38]1[CH:43]=[CH:42][C:41](B(O)O)=[CH:40][CH:39]=1.C([O-])([O-])=O.[K+].[K+]>COCCOC.C1C=CC([P]([Pd]([P](C2C=CC=CC=2)(C2C=CC=CC=2)C2C=CC=CC=2)([P](C2C=CC=CC=2)(C2C=CC=CC=2)C2C=CC=CC=2)[P](C2C=CC=CC=2)(C2C=CC=CC=2)C2C=CC=CC=2)(C2C=CC=CC=2)C2C=CC=CC=2)=CC=1>[C:1]([O:5][C@@H:6]([C:12]1[C:21]([CH3:22])=[CH:20][C:19]2[C:14](=[CH:15][CH:16]=[C:17]([C:41]3[CH:42]=[CH:43][N:38]=[CH:39][CH:40]=3)[CH:18]=2)[C:13]=1[C:31]1[CH:36]=[CH:35][C:34]([Cl:37])=[CH:33][CH:32]=1)[C:7]([O:9][CH2:10][CH3:11])=[O:8])([CH3:2])([CH3:3])[CH3:4] |f:2.3.4,^1:62,64,83,102|. Reported procedure: A solution of (S)-ethyl 2-tert-butoxy-2-(1-(4-chlorophenyl)-3-methyl-6-(trifluoromethylsulfonyloxy)naphthalen-2-yl)acetate (0.060 g, 0.11 mmol), pyridin-4-ylboronic acid (0.020 g, 0.16 mmol), and Pd(PPh3)4 (0.012 g, 0.011 mmol) in DME (1 mL) was treated with 2 M K2CO3 (0.16 mL, 0.32 mmol) and sparged with Ar for 10 min. Following microwave heating at 110° C. for 20 min, the reaction mixture was absorbed onto silica gel in vacuo and purified by Yamazen column chromatography (15-100% EtOAc/Hex) to... Starting materials: FC1=C(C=CC=C1)C1=NC(C(N(C2=C1C=CC=C2)CC2=NC=CC=C2C)=O)N2C(C=1C(C2=O)=CC=CC1)=O ((3RS)-2,3-dihydro-5-(2-fluorophenyl)-1-(3-methylpyridin-2-yl)methyl-3-phtalimido-1H-1,4-benzodiazepin-2-one), O.NN (hydrazine monohydrate). Run in O1CCCC1 (tetrahydrofuran), O1CCCC1 (tetrahydrofuran). Conditions: time 3 hour. Yields the product NC1C(N(C2=C(C(=N1)C1=C(C=CC=C1)F)C=CC=C2)CC2=NC=CC=C2C)=O ((3RS)-3-amino-2,3-dihydro-5-(2-fluorophenyl)-1-(3-methylpyridin-2-yl)methyl-1H-1,4-benzodiazepin-2-one). Yield: 94.5%. Reaction SMILES: [F:1][C:2]1[CH:7]=[CH:6][CH:5]=[CH:4][C:3]=1[C:8]1[C:14]2[CH:15]=[CH:16][CH:17]=[CH:18][C:13]=2[N:12]([CH2:19][C:20]2[C:25]([CH3:26])=[CH:24][CH:23]=[CH:22][N:21]=2)[C:11](=[O:27])[CH:10]([N:28]2C(=O)C3=CC=CC=C3C2=O)[N:9]=1.O.NN>O1CCCC1>[NH2:28][CH:10]1[N:9]=[C:8]([C:3]2[CH:4]=[CH:5][CH:6]=[CH:7][C:2]=2[F:1])[C:14]2[CH:15]=[CH:16][CH:17]=[CH:18][C:13]=2[N:12]([CH2:19][C:20]2[C:25]([CH3:26])=[CH:24][CH:23]=[CH:22][N:21]=2)[C:11]1=[O:27] |f:1.2|. Reported procedure: A solution of (3RS)-2,3-dihydro-5-(2-fluorophenyl)-1-(3-methylpyridin-2-yl)methyl-3-phtalimido-1H-1,4-benzodiazepin-2-one (1.24 g) in tetrahydrofuran (30 ml) was treated with a solution of hydrazine monohydrate (0.129 g) in tetrahydrofuran (5 ml) under stirring for 3 hours at room temperature and followed at 70° C. for 1 hour. The reaction mixture was allowed to cool to room temperature. The resultant precipitates were filtered off by suction and the filtrate was concentrated in vacuo. The resid...